This data is from the Open Reaction Database (ORD), a public repository of structured organic reaction records. The task is: describe an organic reaction: reactants, conditions, products, and yield Reactants: NCCN1C(S\C(\C1=O)=C/C=1C=C2C=NN(C2=CC1)CC1=C(C=C(C=C1)Cl)C(F)(F)F)=O (3-(2-aminoethyl)-(5Z)-5-({1-[4-chloro-2-(trifluoromethyl)benzyl]-1H-indazol-5-yl}methylidene)-1,3-thiazolidine-2,4-dione), ClC1=C(C(=NN1C)C)S(=O)(=O)Cl (5-chloro-1,3-dimethyl-1H-pyrazole-4-sulfonyl chloride). Product: ClC1=C(C(=NN1C)C)S(=O)(=O)NCCN1C(S\C(\C1=O)=C/C=1C=C2C=NN(C2=CC1)CC1=C(C=C(C=C1)Cl)C(F)(F)F)=O (5-Chloro-N-{2-[(5Z)-5-({1-[4-chloro-2-(trifluoromethyl)benzyl]-1H-indazol-5-yl}methylidene)-2,4-dioxo-1,3-thiazolidin-3-yl]ethyl}-1,3-dimethyl-1H-pyrazole-4-sulfonamide). RXN SMILES: [NH2:1][CH2:2][CH2:3][N:4]1[C:8](=[O:9])/[C:7](=[CH:10]/[C:11]2[CH:12]=[C:13]3[C:17](=[CH:18][CH:19]=2)[N:16]([CH2:20][C:21]2[CH:26]=[CH:25][C:24]([Cl:27])=[CH:23][C:22]=2[C:28]([F:31])([F:30])[F:29])[N:15]=[CH:14]3)/[S:6][C:5]1=[O:32].[Cl:33][C:34]1[N:38]([CH3:39])[N:37]=[C:36]([CH3:40])[C:35]=1[S:41](Cl)(=[O:43])=[O:42]>>[Cl:33][C:34]1[N:38]([CH3:39])[N:37]=[C:36]([CH3:40])[C:35]=1[S:41]([NH:1][CH2:2][CH2:3][N:4]1[C:8](=[O:9])/[C:7](=[CH:10]/[C:11]2[CH:12]=[C:13]3[C:17](=[CH:18][CH:19]=2)[N:16]([CH2:20][C:21]2[CH:26]=[CH:25][C:24]([Cl:27])=[CH:23][C:22]=2[C:28]([F:30])([F:29])[F:31])[N:15]=[CH:14]3)/[S:6][C:5]1=[O:32])(=[O:42])=[O:43]. Procedure: 5-Chloro-N-{2-[(5Z)-5-({1-[4-chloro-2-(trifluoromethyl)benzyl]-1H-indazol-5-yl}methylidene)-2,4-dioxo-1,3-thiazolidin-3-yl]ethyl}-1,3-dimethyl-1H-pyrazole-4-sulfonamide was prepared from 3-(2-aminoethyl)-(5Z)-5-({1-[4-chloro-2-(trifluoromethyl)benzyl]-1H-indazol-5-yl}methylidene)-1,3-thiazolidine-2,4-dione (from Example 49) and 5-chloro-1,3-dimethyl-1H-pyrazole-4-sulfonyl chloride following General Procedure U. Starting materials: CN(C)S(F)(F)F, OCc1ccc(CCl)cc1, ClCCl, [Na+], O, O=C([O-])O. Product: FCc1ccc(CCl)cc1. As a reaction SMILES: [CH3:17][N:18]([S:19]([F:20])([F:21])[F:22])[CH3:23].[Cl:1][CH2:2][c:3]1[cH:4][cH:5][c:6]([CH2:7][OH:8])[cH:9][cH:10]1.[Cl:24][CH2:25][Cl:26].[Na+:12].[OH2:11].[OH:13][C:14](=[O:15])[O-:16]>>[Cl:1][CH2:2][c:3]1[cH:4][cH:5][c:6]([CH2:7][F:21])[cH:9][cH:10]1. RXN SMILES: [NH2:1][C:2]1[CH:7]=[CH:6][C:5]([C:8]2[CH2:9][CH2:10][C:11](=[O:14])[NH:12][N:13]=2)=[CH:4][CH:3]=1.C1N=CN([C:20](N2C=NC=C2)=[S:21])C=1>CN(C=O)C>[N:1]([C:2]1[CH:7]=[CH:6][C:5]([C:8]2[CH2:9][CH2:10][C:11](=[O:14])[NH:12][N:13]=2)=[CH:4][CH:3]=1)=[C:20]=[S:21]. Product: N(=C=S)C1=CC=C(C=C1)C=1CCC(NN1)=O (4,5-Dihydro-6-[4-(isothiocyano)phenyl]-3(2H)-pyridazinone). Starting materials: NC1=CC=C(C=C1)C=1CCC(NN1)=O (6-(4-aminophenyl)-4,5-dihydro-3(2H)-pyridazinone), C1=CN(C=N1)C(=S)N2C=CN=C2 (1,1-thiocarbonyldiimidazole). Solvent: CN(C)C=O (DMF). Isolated yield 88.4%. Reaction conditions: time 30 minute. Procedure details: A solution of 10.0 g of 6-(4-aminophenyl)-4,5-dihydro-3(2H)-pyridazinone in 200 ml of DMF is added dropwise over a period of three hours to a stirred solution of 10.5 g of 1,1-thiocarbonyldiimidazole while cooling in an ice-water bath. After completion of the addition, stirring is continued for 30 minutes at icebath temperature followed by an additional 30 minutes at room temperature. The reaction mixture is filtered and the filtrate is diluted with 500 ml of water. The aqueous suspension is coo... Yields the product CN(CCN(S(=O)(=O)CCC)C1=CC=C(C=C1)[N+](=O)[O-])C (4-[N-(2-dimethylamino-ethyl)-N-(propylsulphonyl)-amino]-nitrobenzene). As a reaction SMILES: F[C:2]1[CH:7]=[CH:6][C:5]([N+:8]([O-:10])=[O:9])=[CH:4][CH:3]=1.[CH3:11][N:12]([CH3:22])[CH2:13][CH2:14][NH:15][S:16]([CH2:19][CH2:20][CH3:21])(=[O:18])=[O:17].[H-].[Na+]>>[CH3:11][N:12]([CH3:22])[CH2:13][CH2:14][N:15]([C:2]1[CH:7]=[CH:6][C:5]([N+:8]([O-:10])=[O:9])=[CH:4][CH:3]=1)[S:16]([CH2:19][CH2:20][CH3:21])(=[O:18])=[O:17] |f:2.3|. Procedure details: Prepared from 1-fluoro-4nitro-benzene, N-(2-dimethylamino-ethyl)-propanesulphonamide and sodium hydride as base Reactants: FC1=CC=C(C=C1)[N+](=O)[O-] (1-fluoro-4nitro-benzene), CN(CCNS(=O)(=O)CCC)C (N-(2-dimethylamino-ethyl)-propanesulphonamide), [H-].[Na+] (sodium hydride). Reactants: [Mn](=O)(=O)(=O)[O-].[K+] (potassium permanganate), N1=C2C(=CC=C1)CC1=C(O2)C=CC(=C1)C(C(C)C)O (1-(5H-[1]benzopyrano[2,3-b]pyridin-7-yl)-2-methyl-1 -propanol). Solvent: CC(=O)C (acetone). Conditions: temperature 20 celsius, time 3 hour. Product: C(C(C)C)(=O)C=1C=CC2=C(C(C=3C(=NC=CC3)O2)=O)C1 (7-isobutyryl-5-oxo-5H-[1]benzopyrano[2,3-b]pyridine). Reaction SMILES: [Mn]([O-])(=O)(=O)=[O:2].[K+].[N:7]1[CH:12]=[CH:11][CH:10]=[C:9]2[CH2:13][C:14]3[CH:20]=[C:19]([CH:21]([OH:25])[CH:22]([CH3:24])[CH3:23])[CH:18]=[CH:17][C:15]=3[O:16][C:8]=12>CC(C)=O>[C:21]([C:19]1[CH:18]=[CH:17][C:15]2[O:16][C:8]3=[N:7][CH:12]=[CH:11][CH:10]=[C:9]3[C:13](=[O:2])[C:14]=2[CH:20]=1)(=[O:25])[CH:22]([CH3:23])[CH3:24] |f:0.1|. Procedure: 11 g of potassium permanganate is added in small portions to a solution of 6 g of 1-(5H-[1]benzopyrano[2,3-b]pyridin-7-yl)-2-methyl-1 -propanol in 160 ml of acetone, and the mixture is stirred at 20°C for 3 hours. The reaction mixture is filtered, and the residue is washed thoroughly with chloroform. The filtrate and washings are concentrated, and the residue is purified by column chromatography on silica gel with chloroform as eluent, and further by recrystallization from acetone to give 7-isob...